Dataset: the Open Reaction Database (ORD), a public repository of structured organic reaction records. Task: describe an organic reaction: reactants, conditions, products, and yield Starting materials: BrCCCCBr (1,4-Dibromobutane), [H-].[Na+] (sodium hydride), C1=CC=CC=2C3=CC=CC=C3NC12 (Carbazole). Run in CN(C)C=O (DMF). Conditions: time 6 hour. Product: BrCCCCN1C2=CC=CC=C2C=2C=CC=CC12 (9-(4-bromobutyl)-9H-carbazole). The yield is 61.8%. RXN SMILES: [Br:1][CH2:2][CH2:3][CH2:4][CH2:5]Br.[H-].[Na+].[CH:9]1[C:21]2[NH:20][C:19]3[C:14](=[CH:15][CH:16]=[CH:17][CH:18]=3)[C:13]=2[CH:12]=[CH:11][CH:10]=1>CN(C=O)C>[Br:1][CH2:2][CH2:3][CH2:4][CH2:5][N:20]1[C:21]2[CH:9]=[CH:10][CH:11]=[CH:12][C:13]=2[C:14]2[C:19]1=[CH:18][CH:17]=[CH:16][CH:15]=2 |f:1.2|. Reported procedure: 1,4-Dibromobutane (640.2 g, 30 mol) and sodium hydride (30.1 g, 0.60 mol, 55%) were mixed in 500 mL of DMF under an argon atmosphere. Carbazole (100.0 g, 0.60 mol) was slowly added and the reaction mixture was stirred for 6 hours at room temperature. DMF was removed by vacuum distillation. Then, 9-(4-bromobutyl)-9H-carbazole was purified in a fresh column. The resulting product was purified by silica gel column chromatography (eluent: ethyl acetate:hexane=1:50 v/v) to yield 112 g (62%) of 9-(4-b...